Dataset: the Open Reaction Database (ORD), a public repository of structured organic reaction records. Task: describe an organic reaction: reactants, conditions, products, and yield The reactants are [Si](C)(C)(C(C)(C)C)OC[C@H]1CN(C[C@@H]1C1=CC=CC=C1)C(C(F)(F)F)=O ((3R,4S)-3-({[tert-butyl(dimethyl)silyl]oxy}methyl)-4-phenyl-1-(trifluoroacetyl)pyrrolidine), CCCC[N+](CCCC)(CCCC)CCCC.[F-] (TBAF). Solvent: C1CCOC1 (THF), C1CCOC1 (THF). Product: C1(=CC=CC=C1)[C@@H]1[C@H](CN(C1)C(C(F)(F)F)=O)CO ([(3R,4S)-4-phenyl-1-(trifluoroacetyl)pyrrolidin-3-yl]methanol). As a reaction SMILES: [Si]([O:8][CH2:9][C@@H:10]1[C@@H:14]([C:15]2[CH:20]=[CH:19][CH:18]=[CH:17][CH:16]=2)[CH2:13][N:12]([C:21](=[O:26])[C:22]([F:25])([F:24])[F:23])[CH2:11]1)(C(C)(C)C)(C)C.CCCC[N+](CCCC)(CCCC)CCCC.[F-]>C1COCC1>[C:15]1([C@H:14]2[CH2:13][N:12]([C:21](=[O:26])[C:22]([F:24])([F:25])[F:23])[CH2:11][C@@H:10]2[CH2:9][OH:8])[CH:20]=[CH:19][CH:18]=[CH:17][CH:16]=1 |f:1.2|. Procedure: A 11.9 g portion of (3R,4S)-3-({[tert-butyl(dimethyl)silyl]oxy}methyl)-4-phenyl-1-(trifluoroacetyl)pyrrolidine was dissolved in 30 ml of THF, and a THF solution of TBAF (1.0 M, 37 ml) was added thereto at room temperature and stirred for 2Hours. The reaction solution was concentrated under a reduced pressure, and the residue was mixed with water, extracted with diethyl ether and washed with water and saturated brine in that order. The organic layer was dried with anhydrous sodium sulfate and con... Reactants: OC=1C=C2C=CC(=CC2=CC1)C1(COC(OC1)(C)C)NC(OC(C)(C)C)=O (tert-butyl 5-(6-hydroxynaphthalen-2-yl)-2,2-dimethyl-1,3-dioxan-5-ylcarbamate), C(C1=CC=CC=C1)OC[C@H]1C[C@H](C1)O (cis-3-benzyloxymethyl-cyclobutanol), C1(=CC=CC=C1)P(C1=CC=CC=C1)C1=CC=CC=C1 (triphenylphosphine), N(=NC(=O)OC(C)C)C(=O)OC(C)C (diisopropyl azodicarboxylate). Run in C1CCOC1 (THF), C1CCOC1 (THF). Reaction conditions: temperature 23 celsius, time 2 day. The product is C(C)(C)(C)OC(NC1(COC(OC1)(C)C)C1=CC2=CC=C(C=C2C=C1)O[C@@H]1C[C@H](C1)COCC1=CC=CC=C1)=O ({5-[6-(trans-3-Benzyloxymethylcyclobutoxy)-naphthalen-2-yl]-2,2-dimethyl-1,3-dioxinan-5-yl}-carbamic acid tert-butyl ester). The yield is 45.5%. As a reaction SMILES: [OH:1][C:2]1[CH:3]=[C:4]2[C:9](=[CH:10][CH:11]=1)[CH:8]=[C:7]([C:12]1([NH:20][C:21](=[O:27])[O:22][C:23]([CH3:26])([CH3:25])[CH3:24])[CH2:17][O:16][C:15]([CH3:19])([CH3:18])[O:14][CH2:13]1)[CH:6]=[CH:5]2.[CH2:28]([O:35][CH2:36][C@@H:37]1[CH2:40][C@H:39](O)[CH2:38]1)[C:29]1[CH:34]=[CH:33][CH:32]=[CH:31][CH:30]=1.C1(P(C2C=CC=CC=2)C2C=CC=CC=2)C=CC=CC=1.N(C(OC(C)C)=O)=NC(OC(C)C)=O>C1COCC1>[C:23]([O:22][C:21](=[O:27])[NH:20][C:12]1([C:7]2[CH:6]=[CH:5][C:4]3[C:9](=[CH:10][CH:11]=[C:2]([O:1][C@H:39]4[CH2:38][C@H:37]([CH2:36][O:35][CH2:28][C:29]5[CH:30]=[CH:31][CH:32]=[CH:33][CH:34]=5)[CH2:40]4)[CH:3]=3)[CH:8]=2)[CH2:17][O:16][C:15]([CH3:19])([CH3:18])[O:14][CH2:13]1)([CH3:26])([CH3:25])[CH3:24]. Procedure details: To a solution of [5-(6-Hydroxynaphthalen-2-yl)-2,2-dimethyl-1,3-dioxinan-5-yl]-carbamic acid tert-butyl ester (Example 13, 30.0 mg, 0.0000723 mol), cis-3-benzyloxymethyl-cyclobutanol (13.9 mg, 0.0000723 mol), and triphenylphosphine (22.8 mg, 0.0000868 mol) in THF (2 mL), a solution of diisopropyl azodicarboxylate (18.7 mg, 0.0000868 mol) in THF (1 mL), was added dropwise at 23° C. The reaction mixture was then allowed to stir at 23° C. for 2 days. Solvent was removed, and the crude mixture was p... Reactants: CCOc1ccc(C#N)cc1OCC, CC(N)=S, CN(C)C=O, Cl. The product is CCOc1ccc(C(N)=O)cc1OCC. As a reaction SMILES: [CH2:1]([CH3:2])[O:3][c:4]1[cH:5][c:6]([C:7]#[N:8])[cH:9][cH:10][c:11]1[O:12][CH2:13][CH3:14].[CH3:15][C:16](=[S:17])[NH2:18].[CH3:19][N:20]([CH3:21])[CH:23]=[O:22].[ClH:24]>>[CH2:1]([CH3:2])[O:3][c:4]1[cH:5][c:6]([C:7]([NH2:8])=[O:22])[cH:9][cH:10][c:11]1[O:12][CH2:13][CH3:14]. Starting materials: CCN(C(C)C)C(C)C, Fc1ccccc1N1CCNCC1, CC(C)c1cc(CCC=O)n(-c2ccccc2)n1. Yields the product CC(C)c1cc(CCCN2CCN(c3ccccc3F)CC2)n(-c2ccccc2)n1. RXN SMILES: [CH:32]([N:33]([CH2:34][CH3:35])[CH:36]([CH3:37])[CH3:38])([CH3:39])[CH3:40].[F:19][c:20]1[c:21]([N:26]2[CH2:27][CH2:28][NH:29][CH2:30][CH2:31]2)[cH:22][cH:23][cH:24][cH:25]1.[c:1]1(-[n:7]2[n:8][c:9]([CH:16]([CH3:17])[CH3:18])[cH:10][c:11]2[CH2:12][CH2:13][CH:14]=[O:15])[cH:2][cH:3][cH:4][cH:5][cH:6]1>>[c:1]1(-[n:7]2[n:8][c:9]([CH:16]([CH3:17])[CH3:18])[cH:10][c:11]2[CH2:12][CH2:13][CH2:14][N:29]2[CH2:28][CH2:27][N:26]([c:21]3[c:20]([F:19])[cH:25][cH:24][cH:23][cH:22]3)[CH2:31][CH2:30]2)[cH:2][cH:3][cH:4][cH:5][cH:6]1. Starting materials: CC(C)(C)[O-].[K+] (potassium tert-butylate), BrCCC (3-bromo propane), ice water, N1C2=C(CCCC1=O)C=CC=C2 (1,3,4,5-tetrahydro-benzo[b]azepin-2-one). Reagents/catalysts: O (water), Cl (hydrochloric acid), C(CCCCC)[Li] (n-hexyllithium). Solvent: C1CCOC1 (THF), C1CCOC1 (THF). Run at time 23 hour. Product: CC(C)C1CCC2=C(NC1=O)C=CC=C2 (4,5-dihydro-3-(2-propyl)-1H-benzo[b]azepine-2-one). Yield: 46.2%. Reaction SMILES: [CH3:1][C:2]([O-])([CH3:4])[CH3:3].[K+].[NH:7]1[C:13](=[O:14])C[CH2:11][CH2:10][C:9]2[CH:15]=[CH:16][CH:17]=[CH:18][C:8]1=2.BrCCC>C1COCC1.C([Li])CCCCC.O.Cl>[CH3:1][CH:2]([CH:4]1[C:13](=[O:14])[NH:7][C:8]2[CH:18]=[CH:17][CH:16]=[CH:15][C:9]=2[CH2:10][CH2:11]1)[CH3:3] |f:0.1|. Procedure details: 29,01 g (0,253 mol) potassium tert-butylate is suspended in 227 ml of THF and 40 g (0,249 mol) 1,3,4,5-tetrahydro-benzo[b]azepin-2-one is added in portions at a temperature of −16°. At the same temperature 140,22 g (0,50 mol) of n-hexyllithium (33% in hexane) are added over the course of 30 min. Then a solution of 34,28 g (0,276 mol) 3-bromo propane in 21,8 ml THF is added at a temperature of −16°. After the solution has been stirred for 23 hours and meanwhile was allowed to reach room temperatu...